This data is from the Open Reaction Database (ORD), a public repository of structured organic reaction records. The task is: describe an organic reaction: reactants, conditions, products, and yield The reactants are epoxide, C(C)[Mg]Br (ethyl magnesium bromide), dilithiotetrachlorocuprate, C(C1=CC=CC=C1)OCCCC[C@@H]1CO1 ((R)-6-benzyloxyhex-1-ene oxide). The product is C(C1=CC=CC=C1)OCCCC[C@H](CCC)O ((S)-1-benzyloxy-5-hydroxyoctane). RXN SMILES: [CH2:1]([O:8][CH2:9][CH2:10][CH2:11][CH2:12][C@H:13]1[O:15][CH2:14]1)[C:2]1[CH:7]=[CH:6][CH:5]=[CH:4][CH:3]=1.[CH2:16]([Mg]Br)[CH3:17]>>[CH2:1]([O:8][CH2:9][CH2:10][CH2:11][CH2:12][C@@H:13]([OH:15])[CH2:14][CH2:16][CH3:17])[C:2]1[CH:3]=[CH:4][CH:5]=[CH:6][CH:7]=1. Procedure details: (R)-6-Benzyloxyhex-1-ene oxide was prepared by copper catalyzed addition of 3-benzyloxypropyl-1-magnesium bromide to R-epichlorohydrin to form R-1-chloro-6-benzyloxyhexan-2-ol, which was then ring closed under basic conditions to (R)-6-benzyloxyhex-1-ene oxide. This epoxide was then treated with ethyl magnesium bromide (1.5 M in diethyl ether) in the presence of dilithiotetrachlorocuprate (0.02 molar equivalents, 0.1 M in tetrahydrofuran) to yield (S)-1-benzyloxy-5-hydroxyoctane. Procedure: To a cooled (−77° C.) solution of 73 mg (0.18 mmol) of 2-methyl-butyric acid 3,7-dimethyl-8-(3,5,7-trihydroxy-heptyl)-1,2,3,7,8,8a-hexahydro-naphthalen-1-yl ester in 5 ml of methylene chloride is added 0.9 g (7 mmol) Hunig's base and 0.08 ml (0.5 mmol) triflic anhydride. After 30 minutes the reaction is quenched with saturated aqueous sodium bicarbonate. The phases are separated and the water phase is extracted twice with ethyl acetate. The organic phases are combined, washed with brine and drie... As a reaction SMILES: [CH3:1][CH:2]1[CH:11]=[C:10]2[CH:5]([CH:6]([CH2:13][CH2:14][CH:15]([OH:22])[CH2:16][CH:17]([OH:21])[CH2:18][CH2:19]O)[CH:7]([CH3:12])[CH:8]=[CH:9]2)[CH:4]([O:23][C:24](=[O:29])[CH:25]([CH3:28])[CH2:26][CH3:27])[CH2:3]1.CCN(C(C)C)C(C)C.S(OS(C(F)(F)F)(=O)=O)(C(F)(F)F)(=O)=O>C(Cl)Cl>[OH:21][CH:17]1[CH2:18][CH2:19][O:22][CH:15]([CH2:14][CH2:13][CH:6]2[CH:5]3[C:10](=[CH:11][CH:2]([CH3:1])[CH2:3][CH:4]3[O:23][C:24](=[O:29])[CH:25]([CH3:28])[CH2:26][CH3:27])[CH:9]=[CH:8][CH:7]2[CH3:12])[CH2:16]1. Reactants: CCN(C(C)C)C(C)C (Hunig's base), S(=O)(=O)(C(F)(F)F)OS(=O)(=O)C(F)(F)F (triflic anhydride), CC1CC(C2C(C(C=CC2=C1)C)CCC(CC(CCO)O)O)OC(C(CC)C)=O (2-methyl-butyric acid 3,7-dimethyl-8-(3,5,7-trihydroxy-heptyl)-1,2,3,7,8,8a-hexahydro-naphthalen-1-yl ester). Product: OC1CC(OCC1)CCC1C(C=CC2=CC(CC(C12)OC(C(CC)C)=O)C)C (2-Methyl-butyric Acid 8-[2-(4-Hydroxy-tetrahydro-pyran-2-yl)-ethyl]-3,7-dimethyl-1,2,3,7,8,8a-hexahydro-naphthalen-1-yl Ester). The solvent is C(Cl)Cl (methylene chloride). Reactants: crude product, [H-].[Na+] (sodium hydride), CN(C)C=O (DMF), CN(C)C=O (DMF), FC1=CC=C(C=O)C=C1 (4-fluorobenzaldehyde), FC(CO)F (2,2-difluoroethanol), ice water. The solvent is CCOCC.CCCCCC (ether hexane). Conditions: time 10 minute. The product is FC(COC1=CC=C(C=O)C=C1)F (4-(2,2-Difluoroethoxy)benzaldehyde). The yield is 77.4%. Reaction SMILES: [H-].[Na+].CN(C=O)C.[F:8][CH:9]([F:12])[CH2:10][OH:11].F[C:14]1[CH:21]=[CH:20][C:17]([CH:18]=[O:19])=[CH:16][CH:15]=1>CCOCC.CCCCCC>[F:8][CH:9]([F:12])[CH2:10][O:11][C:14]1[CH:21]=[CH:20][C:17]([CH:18]=[O:19])=[CH:16][CH:15]=1 |f:0.1,5.6|. Procedure details: With reference to the document (J. Med. Chem., (1994), 37, 3977-3985), sodium hydride (3.36 g, 55%, 77.1 mmol) was added to a solution of DMF (100 mL) containing 2,2-difluoroethanol (5.75 g, 70.1 mmol) over 5 minutes under nitrogen gas flow under ice-cooling. The mixture was stirred at the same temperature for 10 minutes, and then a solution of DMF (40 mL) containing 4-fluorobenzaldehyde (9.56 g, 77.0 mmol) was added dropwise thereto over 5 minutes. The mixture was stirred at room temperature fo... Starting materials: FC(C1(CC1)COS(=O)(=O)C1=CC=C(C=C1)C)(F)F (toluene-4-sulfonic acid 1-trifluoromethyl-cyclopropylmethyl ester), NC(=S)N (thiourea). Solvent: CCO (EtOH). Run at temperature 90 celsius, time 3 hour. Product: C1(=CC=C(C=C1)S(=O)(=O)O)C.FC(C1(CC1)CSC(N)=N)(F)F (2-(1-trifluoromethyl-cyclopropylmethyl)-isothiourea p-toluenesulfonic acid salt). The yield is 99.3%. RXN SMILES: [F:1][C:2]([F:19])([F:18])[C:3]1([CH2:6][O:7][S:8]([C:11]2[CH:16]=[CH:15][C:14]([CH3:17])=[CH:13][CH:12]=2)(=[O:10])=[O:9])[CH2:5][CH2:4]1.[NH2:20][C:21]([NH2:23])=[S:22]>CCO>[C:14]1([CH3:17])[CH:13]=[CH:12][C:11]([S:8]([OH:10])(=[O:7])=[O:9])=[CH:16][CH:15]=1.[F:19][C:2]([F:1])([F:18])[C:3]1([CH2:6][S:22][C:21](=[NH:20])[NH2:23])[CH2:4][CH2:5]1 |f:3.4|. Procedure details: A mixture of toluene-4-sulfonic acid 1-trifluoromethyl-cyclopropylmethyl ester (2 g, 6.796 mmol) and thiourea (0.52 g, 6.831 mmol) in 5 mL of EtOH was stirred at 90° C. for 3 hours before being cooled to RT and evaporated to give 2.5 g of 2-(1-trifluoromethyl-cyclopropylmethyl)-isothiourea p-toluenesulfonic acid salt (>95% yield). Starting materials: ClC1=NC=C(C(=N1)\C=C/OCC)F (2-chloro-4-[(Z)-2-ethoxyvinyl]-5-fluoropyrimidine), C(O)([O-])=O.[Na+] (sodium hydrogen carbonate), BrN1C(CCC1=O)=O (N-bromosuccinic acid imide), NC1=NC=CC=C1Cl (2-amino-3-chloropyridine). The solvent is O1CCOCC1 (1,4-dioxane), O (water). Reaction conditions: time 2 hour. The product is ClC=1C=2N(C=CC1)C(=CN2)C2=NC(=NC=C2F)Cl (8-chloro-3-(2-chloro-5-fluoropyrimidin-4-yl)imidazo[1,2-a]pyridine). Isolated yield 56.8%. As a reaction SMILES: [Cl:1][C:2]1[N:7]=[C:6](/[CH:8]=[CH:9]\OCC)[C:5]([F:13])=[CH:4][N:3]=1.BrN1C(=O)CCC1=O.[NH2:22][C:23]1[C:28]([Cl:29])=[CH:27][CH:26]=[CH:25][N:24]=1.C(=O)([O-])O.[Na+]>O1CCOCC1.O>[Cl:29][C:28]1[C:23]2[N:24]([C:8]([C:6]3[C:5]([F:13])=[CH:4][N:3]=[C:2]([Cl:1])[N:7]=3)=[CH:9][N:22]=2)[CH:25]=[CH:26][CH:27]=1 |f:3.4|. Procedure: 25.2 g of the compound [67-1] was dissolved in a mixed solvent of 320 mL of 1,4-dioxane and 32 mL of water. Then, 22.2 g of N-bromosuccinic acid imide was added under an ice-cold condition, and the mixture was stirred at room temperature for 2 hours. To the reaction solution, 16.0 g of 2-amino-3-chloropyridine was added, and the mixture was stirred overnight at room temperature. A saturated aqueous sodium hydrogen carbonate solution was added thereto, and the mixture was extracted with a mixed s... Reactants: CS(C)=O, N#Cc1cccc(F)c1, [H-], [Na+], c1ccc2[nH]ccc2c1. The product is N#Cc1cccc(-n2ccc3ccccc32)c1. Reaction SMILES: [CH3:21][S:22]([CH3:23])=[O:24].[F:12][c:13]1[cH:14][c:15]([C:16]#[N:17])[cH:18][cH:19][cH:20]1.[H-:10].[Na+:11].[nH:1]1[cH:2][cH:3][c:4]2[cH:5][cH:6][cH:7][cH:8][c:9]12>>[n:1]1(-[c:13]2[cH:14][c:15]([C:16]#[N:17])[cH:18][cH:19][cH:20]2)[cH:2][cH:3][c:4]2[cH:5][cH:6][cH:7][cH:8][c:9]12. Procedure details: 5 g of 2-bromoacetylpyridine hydrobromide and 7 cm3 of pyridine are introduced into a three-necked flask containing 50 cm3 of tetrahydrofuran. The stirring is maintained for 2 days at room temperature and then the precipitate formed is filtered, washed with 30 cm3 of tetrahydrofuran and then dried at 40° C. under reduced pressure (90 Pa) to give 6.9 g of 1-[2-oxo-2-(2-pyridyl)ethyl]pyridinium hydrobromide in the form of a beige solid which is used as it is. Product: Br.O=C(C[N+]1=CC=CC=C1)C1=NC=CC=C1 (1-[2-oxo-2-(2-pyridyl)ethyl]pyridinium hydrobromide). The reactants are Br.BrCC(=O)C1=NC=CC=C1 (2-bromoacetylpyridine hydrobromide), N1=CC=CC=C1 (pyridine). Run in O1CCCC1 (tetrahydrofuran). As a reaction SMILES: Br.[Br:2][CH2:3][C:4]([C:6]1[CH:11]=[CH:10][CH:9]=[CH:8][N:7]=1)=[O:5].[N:12]1[CH:17]=[CH:16][CH:15]=[CH:14][CH:13]=1>O1CCCC1>[BrH:2].[O:5]=[C:4]([C:6]1[CH:11]=[CH:10][CH:9]=[CH:8][N:7]=1)[CH2:3][N+:12]1[CH:17]=[CH:16][CH:15]=[CH:14][CH:13]=1 |f:0.1,4.5|. Starting materials: C=CC(=O)OCC, CCO, C1=C2c3[nH]c4ccccc4c3CCN2CCC1, ClCCl. As a reaction SMILES: [C:21]([CH:22]=[CH2:23])(=[O:24])[O:25][CH2:26][CH3:27].[CH3:18][CH2:19][OH:20].[CH:1]1=[C:10]2[N:5]([CH2:4][CH2:3][CH2:2]1)[CH2:6][CH2:7][c:8]1[c:9]2[nH:11][c:12]2[cH:13][cH:14][cH:15][cH:16][c:17]12.[Cl:28][CH2:29][Cl:30]>>[CH:1]1([CH2:23][CH2:22][C:21](=[O:24])[O:25][CH2:26][CH3:27])[CH2:2][CH2:3][CH2:4][N:5]2[CH2:6][CH2:7][c:8]3[c:9]([nH:11][c:12]4[cH:13][cH:14][cH:15][cH:16][c:17]34)[CH:10]12. Product: CCOC(=O)CCC1CCCN2CCc3c([nH]c4ccccc34)C12. Starting materials: S1C(=CC=C1)\C(\C(=O)OC(C)(C)C)=C\C1=C(N(C2=CC(=CC(=C12)Cl)Cl)S(=O)(=O)C1=CC=C(C=C1)C)C(=O)OCC ((E)-2-(thien-2-yl)-3-(1-p-toluenesulfonyl-2-carboethoxy-4,6-dichloroindol-3-yl)propenoic acid, t-butyl ester). The solvent is C(=O)O (formic acid). Reaction conditions: time 2 hour. Product: S1C(=CC=C1)\C(\C(=O)O)=C\C1=C(N(C2=CC(=CC(=C12)Cl)Cl)S(=O)(=O)C1=CC=C(C=C1)C)C(=O)OCC ((E)-2-(Thien-2-yl)-3-(1-p-toluenesulfonyl-2-carboethoxy-4,6-dichloroindol-3-yl)propenoic acid). RXN SMILES: [S:1]1[CH:5]=[CH:4][CH:3]=[C:2]1/[C:6](=[CH:14]/[C:15]1[C:23]2[C:18](=[CH:19][C:20]([Cl:25])=[CH:21][C:22]=2[Cl:24])[N:17]([S:26]([C:29]2[CH:34]=[CH:33][C:32]([CH3:35])=[CH:31][CH:30]=2)(=[O:28])=[O:27])[C:16]=1[C:36]([O:38][CH2:39][CH3:40])=[O:37])/[C:7]([O:9]C(C)(C)C)=[O:8]>C(O)=O>[S:1]1[CH:5]=[CH:4][CH:3]=[C:2]1/[C:6](=[CH:14]/[C:15]1[C:23]2[C:18](=[CH:19][C:20]([Cl:25])=[CH:21][C:22]=2[Cl:24])[N:17]([S:26]([C:29]2[CH:30]=[CH:31][C:32]([CH3:35])=[CH:33][CH:34]=2)(=[O:28])=[O:27])[C:16]=1[C:36]([O:38][CH2:39][CH3:40])=[O:37])/[C:7]([OH:9])=[O:8]. Procedure: Combine (E)-2-(thien-2-yl)-3-(1-p-toluenesulfonyl-2-carboethoxy-4,6-dichloroindol-3-yl)propenoic acid, t-butyl ester and formic acid (96%, 20 mL). After 2 hours, evaporate in vacuo to obtain a residue. Triturate with pentane containing a small amount of diethyl ether to obtain a solid. Recrystallize the solid from cyclohexane/ethyl acetate/acetone, filter, and dry to give the title compound: mp 184-187° C. (dec). 1H NMR (DMSO-d6) δ 13.2 (br s, 1H), 7.92 (d, 1H, J=1.7 Hz), 7.80 (d, 2H, J=8.4 Hz),... Starting materials: FC1=C(C=CC=C1F)C(CCCC)O (1-(2,3 -Difluorophenyl)pentan-1-ol), O=P12OP3(=O)OP(=O)(O1)OP(=O)(O2)O3 (phosphorus pentoxide). Run in petrol, petrol. Run at time 8 hour. Product: FC1=C(C=CC=C1F)CCCCC (2,3-Difluoro-1-pentylbenzene). RXN SMILES: [F:1][C:2]1[C:7]([F:8])=[CH:6][CH:5]=[CH:4][C:3]=1[CH:9](O)[CH2:10][CH2:11][CH2:12][CH3:13].O=P12OP3(OP(OP(O3)(O1)=O)(=O)O2)=O>>[F:1][C:2]1[C:7]([F:8])=[CH:6][CH:5]=[CH:4][C:3]=1[CH2:9][CH2:10][CH2:11][CH2:12][CH3:13]. Reported procedure: A solution of compound from Example 16 (55.5 g, 0.28 mol) in light petrol (100 cm3) was added dropwise to a stirred mixture of phosphorus pentoxide (127 g, 0.9 mol) in light petrol (300 cm3). The mixture was stirred overnight at room temperature (GLC analysis revealed reaction to be complete) and then filtered. 5% Palladium-on-charcoal (7 g) was added to the filtrate and the mixture was stirred under an atmosphere of hydrogen (12 h) at room temperature and pressure (GLC analysis revealed reactio...